Dataset: the Open Reaction Database (ORD), a public repository of structured organic reaction records. Task: describe an organic reaction: reactants, conditions, products, and yield Reactants: C1[C@@H](CC[C@H](C1)C(=O)O)CN (tranexamic acid), CC(C(=O)OC(CC)OC(=O)ON1C(CCC1=O)=O)C (1-[(2,5-dioxopyrrolidinyl)oxycarbonyloxy]propyl 2-methylpropanoate). Run in CC(C)(C)OC.CC(=O)C.O (MTBE acetone water). Yields the product CC(C(=O)OC(CC)OC(=O)NC[C@@H]1CC[C@H](CC1)C(=O)O)C (trans-4-{[1-(2-Methylpropanoyloxy)propoxycarbonyl]aminomethyl}-Cyclohexanecarboxylic Acid). The yield is 98.8%. Reaction SMILES: [CH2:1]1[CH2:6][C@H:5]([C:7]([OH:9])=[O:8])[CH2:4][CH2:3][C@H:2]1[CH2:10][NH2:11].[CH3:12][CH:13]([CH3:31])[C:14]([O:16][CH:17]([O:20][C:21](ON1C(=O)CCC1=O)=[O:22])[CH2:18][CH3:19])=[O:15]>CC(OC)(C)C.CC(C)=O.O>[CH3:31][CH:13]([CH3:12])[C:14]([O:16][CH:17]([O:20][C:21]([NH:11][CH2:10][C@H:2]1[CH2:3][CH2:4][C@H:5]([C:7]([OH:9])=[O:8])[CH2:6][CH2:1]1)=[O:22])[CH2:18][CH3:19])=[O:15] |f:2.3.4|. Reported procedure: Following the general nucleophilic carbamoylation procedure, tranexamic acid (472 mg, 3.0 mmol) and 1-[(2,5-dioxopyrrolidinyl)oxycarbonyloxy]propyl 2-methylpropanoate (575 mg, 2.0 mmol) were reacted in the MTBE/acetone/water mixture (16 mL) to yield the title compound 30 (651 mg, 99% yield) as a white powder after work-up and mass-guided preparative HPLC purification. 1H NMR (400 MHz, DMSO-d6): δ=0.82-0.94 (br. m, 5H), 1.06 (d, J=6.8 Hz, 3H), 1.07 (d, J=6.8 Hz, 3H), 1.17-1.39 (br. m, 3H), 1.64-1... The reactants are C([O-])([O-])=O.[Ca+2] (calcium carbonate), CC1(COC2(CCCC3(C2)SC2(CCC(CC2)C2CCCCC2)NN3)OC1)C.NN (hydrazine 11-cyclohexyl-14,15-diaza-7-thiadispiro (5.1.5.2) pentadecan-4-one (2',2'-dimethyltrimethylene)ketal), C([O-])(O)=O.[Na+] (sodium bicarbonate), C(C)(=O)[O-].C(C)(=O)[O-].C(C)(=O)[O-].C(C)(=O)[O-].[Pb+4] (lead tetraacetate). The solvent is CCCCCC (hexane), CCCCCC (hexane). Reaction conditions: temperature 0 celsius, time 30 minute. The product is CC1(COC2(CCCC3(C2)SC2(CCC(CC2)C2CCCCC2)N=N3)OC1)C (11-Cyclohexyl-14,15-diaza-7-thiadispiro(5.1.5.2)pentadec-14-en-4-one (2',2'-Dimethyltrimethylene)ketal). Isolated yield 74.6%. As a reaction SMILES: C(=O)([O-])[O-].[Ca+2].C([O-])(=O)C.C([O-])(=O)C.C([O-])(=O)C.C([O-])(=O)C.[Pb+4].[CH3:23][C:24]1([CH3:50])[CH2:49][O:48][C:27]2([CH2:32][C:31]3(NN[C:34]4([CH2:39][CH2:38][CH:37]([CH:40]5[CH2:45][CH2:44][CH2:43][CH2:42][CH2:41]5)[CH2:36][CH2:35]4)[S:33]3)[CH2:30][CH2:29][CH2:28]2)[O:26][CH2:25]1.[NH2:51][NH2:52].C(=O)(O)[O-].[Na+]>CCCCCC>[CH3:23][C:24]1([CH3:50])[CH2:25][O:26][C:27]2([CH2:32][C:31]3([N:52]=[N:51][C:34]4([CH2:39][CH2:38][CH:37]([CH:40]5[CH2:45][CH2:44][CH2:43][CH2:42][CH2:41]5)[CH2:36][CH2:35]4)[S:33]3)[CH2:30][CH2:29][CH2:28]2)[O:48][CH2:49]1 |f:0.1,2.3.4.5.6,7.8,9.10|. Procedure: Powdered calcium carbonate (102 g) was suspended in hexane (1.5 1), lead tetraacetate (99.8 g) was added, and the mixture was stirred at 0° C. for 30 minutes. The hydrazine 11-cyclohexyl-14,15-diaza-7-thiadispiro (5.1.5.2) pentadecan-4-one (2',2'-dimethyltrimethylene)ketal (0.15 mol) in hexane (2.51) (not completely soluble so the insoluble solids were added as a suspension) was added over a period of one hour at 0° C. The reaction mixture was stirred and allowed to warm to 20° C. over a two-hou... The reactants are C(C)(C)NC(C)C (diisopropylamine), C(CCC)[Li] (n-butyl lithium), CCCCCC (hexane), C1(CCCCC1)C(=O)OC (methyl cyclohexanecarboxylate), C(C#C)Br (propargyl bromide). Run in CN(P(=O)(N(C)C)N(C)C)C (hexamethylphosphoramide), O1CCCC1 (tetrahydrofuran), O1CCCC1 (tetrahydrofuran). Reaction conditions: temperature -78 celsius, time 15 minute. The product is C(C#C)C1(CCCCC1)C(=O)OC (methyl 1-(prop-2-ynyl)cyclohexanecarboxylate). Isolated yield 88.4%. As a reaction SMILES: [CH:1](NC(C)C)([CH3:3])[CH3:2].C([Li])CCC.CCCCCC.[CH:19]1([C:25]([O:27][CH3:28])=[O:26])[CH2:24][CH2:23][CH2:22][CH2:21][CH2:20]1.C(Br)C#C>O1CCCC1.CN(C)P(N(C)C)(N(C)C)=O>[CH2:3]([C:19]1([C:25]([O:27][CH3:28])=[O:26])[CH2:24][CH2:23][CH2:22][CH2:21][CH2:20]1)[C:1]#[CH:2]. Reported procedure: To a solution of diisopropylamine (879 μL, 6.22 mmol) in anhydrous tetrahydrofuran (12 mL) at −40° C. under nitrogen was added 1.6 M n-butyl lithium in hexane (3.9 mL, 6.22 mmol), followed by hexamethylphosphoramide (4 mL). The mixture was cooled down to −78° C. and added a solution of methyl cyclohexanecarboxylate (80 7 μL, 5.65 mmol) in tetrahydrofuran (4 mL) with the temperature maintained below −70° C. throughout the addition. After 15 min, propargyl bromide (80% w/w in xylene, 2.5 mL, 22.6 ...